Dataset: the Open Reaction Database (ORD), a public repository of structured organic reaction records. Task: describe an organic reaction: reactants, conditions, products, and yield Procedure: 2-(ethylthio)-5-methylthieno[3,4-d]pyrimidin-4(3H,5H,7H)-one (4.0 g, 17.5 mmol), was suspended in 4.0 mL of conc. HCl and 6.0 mL of glacial acetic acid and the suspension heated at reflux overnight. The mixture was cooled and the precipitated solid collected by filtration, washed with water, and dried to provide 5-methylthieno[3,4-d]pyrimidine-2,4(1H,3H,5H,7H)-dione as a white solid (3.20 g, 100%). As a reaction SMILES: C(S[C:4]1[NH:5][C:6](=[O:14])[C:7]2[CH:12]([CH3:13])[S:11][CH2:10][C:8]=2[N:9]=1)C.C(O)(=[O:17])C>Cl>[CH3:13][CH:12]1[C:7]2[C:6](=[O:14])[NH:5][C:4](=[O:17])[NH:9][C:8]=2[CH2:10][S:11]1. The solvent is Cl (HCl). Isolated yield 100.0%. The reactants are C(C)SC=1NC(C2=C(N1)CSC2C)=O (2-(ethylthio)-5-methylthieno[3,4-d]pyrimidin-4(3H,5H,7H)-one), C(C)(=O)O (acetic acid). The product is CC1SCC=2NC(NC(C21)=O)=O (5-methylthieno[3,4-d]pyrimidine-2,4(1H,3H,5H,7H)-dione). Procedure details: A 1 L 3-necked round bottomed flask equipped with a nitrogen inlet, stirbar, addition funnel and thermocouple was charged with 4-fluoro-3-nitrobenzoic acid (50 g, 0.27 mol) and methanol (300 mL). The system was cooled to 0 C and acetyl choride (27 mL, 0.37 mol) was added dropwise. The system was warmed to room temperature, the addition funnel was replaced with a reflux condensor, and was heated to reflux for 1.5 h. The reaction mixture was cooled to room temperature, quenched with saturated aque... Isolated yield 75.5%. The product is FC1=C(C=C(C(=O)OC)C=C1)[N+](=O)[O-] (methyl 4-fluoro-3-nitrobenzoate). The reactants are FC1=C(C=C(C(=O)O)C=C1)[N+](=O)[O-] (4-fluoro-3-nitrobenzoic acid), C(C)(=O)Cl (acetyl choride). Solvent: CO (methanol). Reaction SMILES: [F:1][C:2]1[CH:10]=[CH:9][C:5]([C:6]([OH:8])=[O:7])=[CH:4][C:3]=1[N+:11]([O-:13])=[O:12].[C:14](Cl)(=O)C>CO>[F:1][C:2]1[CH:10]=[CH:9][C:5]([C:6]([O:8][CH3:14])=[O:7])=[CH:4][C:3]=1[N+:11]([O-:13])=[O:12].